Dataset: the Open Reaction Database (ORD), a public repository of structured organic reaction records. Task: describe an organic reaction: reactants, conditions, products, and yield Solvent: CN(C(C)=O)C (N,N-dimethylacetamide), O (Water). Product: ClC1=CC2=C(N=C(S2)NCC2CCN(CC2)CC2COC3=C(O2)C=CC=C3)C=C1 (6-chloro-N-[[1-[(2,3-dihydro-1,4-benzodioxin-2-yl)methyl]-4-piperidinyl]-methyl]-2-benzothiazolamine). Conditions: temperature 75 celsius, time 8 hour. RXN SMILES: Br[CH2:2][CH:3]1[O:8][C:7]2[CH:9]=[CH:10][CH:11]=[CH:12][C:6]=2[O:5][CH2:4]1.Br.Br.[Cl:15][C:16]1[CH:32]=[CH:31][C:19]2[N:20]=[C:21]([NH:23][CH2:24][CH:25]3[CH2:30][CH2:29][NH:28][CH2:27][CH2:26]3)[S:22][C:18]=2[CH:17]=1.C(=O)([O-])[O-].[Na+].[Na+].[I-].[Na+]>O.CN(C)C(=O)C>[Cl:15][C:16]1[CH:32]=[CH:31][C:19]2[N:20]=[C:21]([NH:23][CH2:24][CH:25]3[CH2:26][CH2:27][N:28]([CH2:2][CH:3]4[O:8][C:7]5[CH:9]=[CH:10][CH:11]=[CH:12][C:6]=5[O:5][CH2:4]4)[CH2:29][CH2:30]3)[S:22][C:18]=2[CH:17]=1 |f:1.2.3,4.5.6,7.8|. The reactants are BrCC1COC2=C(O1)C=CC=C2 (2-(bromomethyl)-2,3-dihydro-1,4-benzodioxin), Br.Br.ClC1=CC2=C(N=C(S2)NCC2CCNCC2)C=C1 (6-chloro-N-(4-piperidinylmethyl)-2-benzothiazolamine dihydrobromide), C([O-])([O-])=O.[Na+].[Na+] (sodium carbonate), [I-].[Na+] (sodium iodide). Yield: 59.8%. Procedure: A mixture of 1.9 parts of 2-(bromomethyl)-2,3-dihydro-1,4-benzodioxin, 3.3 parts of 6-chloro-N-(4-piperidinylmethyl)-2-benzothiazolamine dihydrobromide, 5 parts of sodium carbonate, 0.1 parts of sodium iodide and 67.5 parts of N,N-dimethylacetamide was stirred overnight at about 75° C. Water was added to the reaction mixture and the product was extracted with 4-methyl-2-pentanone. The extract was dried, filtered and evaporated. The oily residue was crystallized from a mixture of 1,1'-oxybisethan...